From a dataset of the Open Reaction Database (ORD), a public repository of structured organic reaction records. describe an organic reaction: reactants, conditions, products, and yield Reactants: [I-].C[S+](C)C (trimethylsulfonium iodide), ClC1=C(C=CC(=C1)OC1=CC=C(C=C1)Cl)C(C)=O (1-[2-chloro-4-(4-chlorophenoxy)phenyl]ethanone), [H-].[Na+] (sodium hydride), [NH4+].[Cl-] (NH4Cl). Run in CS(=O)C (DMSO), CS(=O)C (DMSO), C1CCOC1 (THF), CS(=O)C (DMSO). Reaction conditions: time 1 hour. The product is ClC1=C(C=CC(=C1)OC1=CC=C(C=C1)Cl)C1(OC1)C (2-[2-chloro-4-(4-chlorophenoxy)phenyl]-2-methyloxirane). Reaction SMILES: [H-].[Na+].[I-].[CH3:4][S+](C)C.[Cl:8][C:9]1[CH:14]=[C:13]([O:15][C:16]2[CH:21]=[CH:20][C:19]([Cl:22])=[CH:18][CH:17]=2)[CH:12]=[CH:11][C:10]=1[C:23](=[O:25])[CH3:24].[NH4+].[Cl-]>C1COCC1.CS(C)=O>[Cl:8][C:9]1[CH:14]=[C:13]([O:15][C:16]2[CH:21]=[CH:20][C:19]([Cl:22])=[CH:18][CH:17]=2)[CH:12]=[CH:11][C:10]=1[C:23]1([CH3:4])[CH2:24][O:25]1 |f:0.1,2.3,5.6|. Reported procedure: DMSO (150 mL) was added dropwise to a mixture of sodium hydride (22 g) in THF (600 mL). After completion of the addition a solution of trimethylsulfonium iodide (171 g) in DMSO (300 mL) was added slowly at 5° C. whereupon a solution of 1-[2-chloro-4-(4-chlorophenoxy)phenyl]ethanone (107 g) in DMSO (300 mL) was added carefully. The mixture was stirred for 1 h at room temperature and dil. NH4Cl solution was added. The mixture was extracted with MTBE (3×) and the combined organic phases were washed...